Dataset: the Open Reaction Database (ORD), a public repository of structured organic reaction records. Task: describe an organic reaction: reactants, conditions, products, and yield Conditions: time 2 hour. Product: C(C1=CC=CC=C1)OC(=O)CC[C@@H](C)[C@@H]1N(C(OC1)(C)C)C(=O)OC(C)(C)C ((S)-tert-butyl 4-((R)-4-(benzyloxycarbonyl)butan-2-yl)-2,2-dimethyloxazolidine-3-carboxylate). RXN SMILES: [CH3:1][C:2]1([CH3:19])[N:6]([C:7]([O:9][C:10]([CH3:13])([CH3:12])[CH3:11])=[O:8])[C@@H:5]([C@@H:14]([CH2:16][CH:17]=O)[CH3:15])[CH2:4][O:3]1.C(N1CCC(N)CC1)(C)C.C(O[BH-](OC(=O)C)OC(=O)C)(=O)C.[Na+].C(=O)([O-])[O-].[Na+].[Na+].[C:50](Cl)([O:52][CH2:53][C:54]1[CH:59]=[CH:58][CH:57]=[CH:56][CH:55]=1)=[O:51]>C1COCC1.O>[CH2:53]([O:52][C:50]([CH2:17][CH2:16][C@H:14]([C@H:5]1[CH2:4][O:3][C:2]([CH3:19])([CH3:1])[N:6]1[C:7]([O:9][C:10]([CH3:13])([CH3:12])[CH3:11])=[O:8])[CH3:15])=[O:51])[C:54]1[CH:59]=[CH:58][CH:57]=[CH:56][CH:55]=1 |f:2.3,4.5.6|. Procedure details: To the product from Step c dissolved in THF (20 mL) was added 1-isopropylpiperidin-4-amine (0.5 mL, excess) followed by the addition of sodium triacetoxyborohydride (0.85 g, 4.02 mmol). The mixture was stirred at rt. over night. Into the same pot mixture were added water (6.0 mL), sodium carbonate (0.5 g), and CBZCl (0.5 mL). The mixture was stirred at rt. for 2 hr. The mixture was extracted with ethyl acetate. Organic phase was washed with sodium bicarbonate and brine and dried over sodium sulf... Starting materials: C([O-])([O-])=O.[Na+].[Na+] (sodium carbonate), C(=O)(OCC1=CC=CC=C1)Cl (CBZCl), CC1(OC[C@@H](N1C(=O)OC(C)(C)C)[C@H](C)CC=O)C ((S)-tert-butyl 2,2-dimethyl-4-((R)-4-oxobutan-2-yl)oxazolidine-3-carboxylate), C(C)(C)N1CCC(CC1)N (1-isopropylpiperidin-4-amine), C(C)(=O)O[BH-](OC(C)=O)OC(C)=O.[Na+] (sodium triacetoxyborohydride). Solvent: O (water), C1CCOC1 (THF). Starting materials: OCCCCCNC(=O)NCCCCC (1-(5-hydroxypentyl)-3-n-pentylurea), [Br-] (bromide), EtOAc hexanes. Yields the product BrCCCCCNC(=O)NCCCCC (1-(5-Bromopentyl)-3-n-pentylurea). As a reaction SMILES: O[CH2:2][CH2:3][CH2:4][CH2:5][CH2:6][NH:7][C:8]([NH:10][CH2:11][CH2:12][CH2:13][CH2:14][CH3:15])=[O:9].[Br-:16]>>[Br:16][CH2:2][CH2:3][CH2:4][CH2:5][CH2:6][NH:7][C:8]([NH:10][CH2:11][CH2:12][CH2:13][CH2:14][CH3:15])=[O:9]. Reported procedure: Following the protocol described above, 1-(5-hydroxypentyl)-3-n-pentylurea (1.30 g, 6.02 mmol) was converted into the corresponding bromide (1.45 g, 87%), obtained as a colorless oil. TLC:EtOAc/hexanes (2:3), Rf˜0.40; 1H NMR (300 MHz) δ 4.44 (br s, —NH, 2H), 3.40 (t, J=6.7 Hz, 2H), 3.10-3.20 (m, 4H), 1.82-1.92 (m, 2H), 1.40-1.58 (m, 6H), 1.24-1.38 (m, 4H), 0.89 (t, J=7.3 Hz, 3H); 13C NMR (100 MHz) δ 159.46, 40.02, 33.88, 33.02, 30.29, 29.92, 29.36, 25.83, 22.12, 14.02. HRMS calcd for C11H24BrN2O... Reactants: N1=C(N=CC=C1)C(C)=O (1-pyrimidin-2-yl-ethanone), [Cl-].[NH4+] (ammonium chloride), C(#C)C=1C=CC2=C(N(C(=N2)OC2COC2)C2=NC(=NC=C2)N)C1 (4-[6-ethynyl-2-(oxetan-3-yloxy)-1H-1,3-benzodiazol-1-yl]pyrimidin-2-amine), C(C)(C)[N-]C(C)C.[Li+] (lithium diisopropylamide), solution. The solvent is C1CCOC1 (THF), C1CCOC1 (THF). Reaction conditions: temperature -78 celsius, time 15 minute. Product: NC1=NC=CC(=N1)N1C(=NC2=C1C=C(C=C2)C#CC(C)(O)C2=NC=CC=N2)OC2COC2 (4-[1-(2-aminopyrimidin-4-yl)-2-(oxetan-3-yloxy)-1H-1,3-benzodiazol-6-yl]-2-(pyrimidin-2-yl)but-3-yn-2-ol). As a reaction SMILES: [C:1]([C:3]1[CH:4]=[CH:5][C:6]2[N:10]=[C:9]([O:11][CH:12]3[CH2:15][O:14][CH2:13]3)[N:8]([C:16]3[CH:21]=[CH:20][N:19]=[C:18]([NH2:22])[N:17]=3)[C:7]=2[CH:23]=1)#[CH:2].C([N-]C(C)C)(C)C.[Li+].[N:32]1[CH:37]=[CH:36][CH:35]=[N:34][C:33]=1[C:38](=[O:40])[CH3:39].[Cl-].[NH4+]>C1COCC1>[NH2:22][C:18]1[N:17]=[C:16]([N:8]2[C:7]3[CH:23]=[C:3]([C:1]#[C:2][C:38]([C:33]4[N:34]=[CH:35][CH:36]=[CH:37][N:32]=4)([OH:40])[CH3:39])[CH:4]=[CH:5][C:6]=3[N:10]=[C:9]2[O:11][CH:12]2[CH2:13][O:14][CH2:15]2)[CH:21]=[CH:20][N:19]=1 |f:1.2,4.5|. Procedure details: To a solution of 4-[6-ethynyl-2-(oxetan-3-yloxy)-1H-1,3-benzodiazol-1-yl]pyrimidin-2-amine (270 mg, 0.88 mmol) in dry THF (5 mL) at −78° C. was introduced lithium diisopropylamide (1.10 mL of a 2M solution in THF, 2.20 mmol). After 15 minutes, 1-pyrimidin-2-yl-ethanone (107 mg, 0.88 mmol) was added and the reaction mixture maintained at −78° C. for 15 minutes. Following 2 hr at RT, saturated aqueous ammonium chloride (0.5 ml) was added and the solution concentrated in vacuo. The residue was diss... Reagents/catalysts: [Cu] (copper). The yield is 71.0%. Product: FC(C1=C(C=CC(=C1)[N+](=O)[O-])C1=C(C=C(C=C1)[N+](=O)[O-])C(F)(F)F)(F)F (2,2'-bis(trifluoromethyl)-4,4'-dinitro-1,1'-biphenyl). Solvent: CN(C=O)C (dimethylformamide). RXN SMILES: Br[C:2]1[CH:7]=[CH:6][C:5]([N+:8]([O-:10])=[O:9])=[CH:4][C:3]=1[C:11]([F:14])([F:13])[F:12].[OH2:15]>CN(C)C=O.[Cu]>[F:12][C:11]([F:14])([F:13])[C:3]1[CH:4]=[C:5]([N+:8]([O-:10])=[O:9])[CH:6]=[CH:7][C:2]=1[C:2]1[CH:7]=[CH:6][C:5]([N+:8]([O-:9])=[O:15])=[CH:4][C:3]=1[C:11]([F:12])([F:14])[F:13]. The reactants are BrC1=C(C=C(C=C1)[N+](=O)[O-])C(F)(F)F (2-bromo-5-nitro-benzotrifluoride), O (water). Procedure: Activated copper (45 g) was added to a solution of 2-bromo-5-nitro-benzotrifluoride (50 g) in 100 ml of dimethylformamide and the mixture refluxed for 5 hours. The cooled mixture was poured into excess water and the resulting brown precipitate collected by filtration, washed with water and dried. Chromatography over silica gel gave 25 g (71% yield) of ##STR6## 2,2'-bis(trifluoromethyl)-4,4'-dinitro-1,1'-biphenyl, recrystallized as shiny yellow prisms from ether, m.p. 138°-140° C. Reported procedure: 7-bromo-5-(2-chlorophenyl)-1,2-dihydro-8-(3-(4-morpholinyl)propoxy)-3-methyl-pyrazolo[3,4-b][1,4]benzodiazepine (IVj) was prepared by reacting 0.0011 moles of 7-bromo-5-(2-chlorophenyl)-1,3-dihydro-8-(3-(4-morpholinyl)propoxy)-2H-1,4-benzodiazepin-2-thione (IIj) with 1,1 -dimethoxy-N,N-dimethyl-ethanamine and then hydrazine in a manner analogous to Example 55. MH+/Z=530. Starting materials: BrC=1C(=CC2=C(C(=NCC(N2)=S)C2=C(C=CC=C2)Cl)C1)OCCCN1CCOCC1 (7-bromo-5-(2-chlorophenyl)-1,3-dihydro-8-(3-(4-morpholinyl)propoxy)-2H-1,4-benzodiazepin-2-thione), COC(C)(N(C)C)OC (1,1 -dimethoxy-N,N-dimethyl-ethanamine), NN (hydrazine). Reaction SMILES: [Br:1][C:2]1[C:3]([O:21][CH2:22][CH2:23][CH2:24][N:25]2[CH2:30][CH2:29][O:28][CH2:27][CH2:26]2)=[CH:4][C:5]2[NH:11][C:10](=S)[CH2:9][N:8]=[C:7]([C:13]3[CH:18]=[CH:17][CH:16]=[CH:15][C:14]=3[Cl:19])[C:6]=2[CH:20]=1.CO[C:33](OC)([N:35](C)C)[CH3:34].[NH2:40]N>>[Br:1][C:2]1[C:3]([O:21][CH2:22][CH2:23][CH2:24][N:25]2[CH2:30][CH2:29][O:28][CH2:27][CH2:26]2)=[CH:4][C:5]2[N:11]=[C:10]3[NH:40][NH:35][C:33]([CH3:34])=[C:9]3[N:8]=[C:7]([C:13]3[CH:18]=[CH:17][CH:16]=[CH:15][C:14]=3[Cl:19])[C:6]=2[CH:20]=1. Yields the product BrC=1C(=CC2=C(C(=NC=3C(=N2)NNC3C)C3=C(C=CC=C3)Cl)C1)OCCCN1CCOCC1 (7-bromo-5-(2-chlorophenyl)-1,2-dihydro-8-(3-(4-morpholinyl)propoxy)-3-methyl-pyrazolo[3,4-b][1,4]benzodiazepine).